This data is from the Open Reaction Database (ORD), a public repository of structured organic reaction records. The task is: describe an organic reaction: reactants, conditions, products, and yield The reactants are Cc1c[nH]c2nc(S)[nH]c(=O)c12, CN(C)C=O, O=C(c1ccc(Cl)cc1)c1ccc(CBr)cc1. The product is Cc1c[nH]c2nc(SCc3ccc(C(=O)c4ccc(Cl)cc4)cc3)[nH]c(=O)c12. RXN SMILES: [CH3:1][c:2]1[cH:3][nH:4][c:5]2[n:6][c:7]([SH:12])[nH:8][c:9](=[O:11])[c:10]12.[CH3:30][N:31]([CH3:32])[CH:33]=[O:34].[Cl:13][c:14]1[cH:15][cH:16][c:17]([C:18](=[O:19])[c:20]2[cH:21][cH:22][c:23]([CH2:24][Br:25])[cH:26][cH:27]2)[cH:28][cH:29]1>>[CH3:1][c:2]1[cH:3][nH:4][c:5]2[n:6][c:7]([S:12][CH2:24][c:23]3[cH:22][cH:21][c:20]([C:18]([c:17]4[cH:16][cH:15][c:14]([Cl:13])[cH:29][cH:28]4)=[O:19])[cH:27][cH:26]3)[nH:8][c:9](=[O:11])[c:10]12. Starting materials: O=C(O)c1ccc2c(NC(=O)c3ccccc3)nccc2c1, CC(=O)O, Cl. Product: Cl, Nc1nccc2cc(C(=O)O)ccc12. As a reaction SMILES: [C:1](=[O:2])([c:3]1[cH:4][cH:5][cH:6][cH:7][cH:8]1)[NH:9][c:10]1[n:11][cH:12][cH:13][c:14]2[cH:15][c:16]([C:20](=[O:21])[OH:22])[cH:17][cH:18][c:19]12.[CH3:24][C:25](=[O:26])[OH:27].[ClH:23]>>[ClH:23].[NH2:9][c:10]1[n:11][cH:12][cH:13][c:14]2[cH:15][c:16]([C:20](=[O:21])[OH:22])[cH:17][cH:18][c:19]12.